From a dataset of the Open Reaction Database (ORD), a public repository of structured organic reaction records. describe an organic reaction: reactants, conditions, products, and yield Reactants: BrCCCCBr, CCCNS(=O)(=O)c1c(C)cc(C)cc1C, [H-], [Na+], CN(C)C=O. Yields the product CCCN(CCCCBr)S(=O)(=O)c1c(C)cc(C)cc1C. RXN SMILES: [Br:19][CH2:20][CH2:21][CH2:22][CH2:23][Br:24].[CH2:3]([CH2:4][CH3:5])[NH:6][S:7](=[O:8])(=[O:9])[c:10]1[c:11]([CH3:18])[cH:12][c:13]([CH3:17])[cH:14][c:15]1[CH3:16].[H-:2].[Na+:1].[O:25]=[CH:26][N:27]([CH3:28])[CH3:29]>>[CH2:3]([CH2:4][CH3:5])[N:6]([S:7](=[O:8])(=[O:9])[c:10]1[c:11]([CH3:18])[cH:12][c:13]([CH3:17])[cH:14][c:15]1[CH3:16])[CH2:23][CH2:22][CH2:21][CH2:20][Br:19]. Reactants: FC1=C(OC=2C3=C(N=CN2)C=CN3)C=CC(=C1)[N+](=O)[O-] (4-(2-Fluoro-4-nitrophenoxy)-5H-pyrrolo[3,2-d]pyrimidine), [H][H] (hydrogen). The reagents and catalysts are Cl[Pd]Cl (PdCl2). Run in CO (MeOH). The product is N1=CN=C(C2=C1C=CN2)OC2=C(C=C(C=C2)N)F (4-(5H-Pyrrolo[3,2-d]pyrimidin-4-yloxy)-3-fluorobenzenamine). Isolated yield 72.1%. As a reaction SMILES: [F:1][C:2]1[CH:17]=[C:16]([N+:18]([O-])=O)[CH:15]=[CH:14][C:3]=1[O:4][C:5]1[C:6]2[NH:13][CH:12]=[CH:11][C:7]=2[N:8]=[CH:9][N:10]=1.[H][H]>CO.Cl[Pd]Cl>[N:8]1[C:7]2[CH:11]=[CH:12][NH:13][C:6]=2[C:5]([O:4][C:3]2[CH:14]=[CH:15][C:16]([NH2:18])=[CH:17][C:2]=2[F:1])=[N:10][CH:9]=1. Reported procedure: A solution of 243 (263 mg, 0.966 mmol, scheme 54) in MeOH (10 mL) and PdCl2 (1.8 mg, 0.01 mmol) was stirred in the atmosphere of hydrogen for 60 hrs. The reaction mixture was filtered and the filtrate was concentrated under reduced pressure. Water was added to the residue and the aqueous solution was extracted with DCM. The extract was dried over anhydrous Na2SO4 and concentrated under reduced pressure, to afford title compound 247 (170 mg, 72% yield, crude) as a gray solid. MS (m/z): 243.08 (M+... Isolated yield 50.1%. As a reaction SMILES: [F:1][C:2]([F:18])([F:17])[C:3]1[CH:12]=[CH:11][C:10]2[NH:9][C:8](=[O:13])[C:7]3[CH2:14][CH2:15][CH2:16][C:6]=3[C:5]=2[CH:4]=1.[Mg]>>[F:18][C:2]([F:1])([F:17])[C:3]1[CH:12]=[CH:11][C:10]2[NH:9][C:8](=[O:13])[CH:7]3[CH2:14][CH2:15][CH2:16][CH:6]3[C:5]=2[CH:4]=1. Procedure: Analogously to Example 7, 8-(trifluoromethyl)-1,2,3,5-tetrahydrocyclopenta[c]quinolin-4-one (1.08 g, 4.3 mmol) is reacted with magnesium (2.24 g, 92 mmol) to form 0.55 g (50%) of product. The product is FC(C1=CC=2C3C(C(NC2C=C1)=O)CCC3)(F)F (8-(Trifluoromethyl)-1,2,3,3a,5,9b-hexahydrocyclopenta[c]quinolin4-one). Reactants: FC(C1=CC=2C3=C(C(NC2C=C1)=O)CCC3)(F)F (8-(trifluoromethyl)-1,2,3,5-tetrahydrocyclopenta[c]quinolin-4-one), [Mg] (magnesium).